Dataset: the Open Reaction Database (ORD), a public repository of structured organic reaction records. Task: describe an organic reaction: reactants, conditions, products, and yield The product is COCCON=C(c1n[nH]c2c1C=CC(c1ccccc1)(c1ccccc1)C2)C1CC1. The reactants are COCCON=C(c1nn(COCC[Si](C)(C)C)c2c1C=CC(c1ccccc1)(c1ccccc1)C2)C1CC1, CCCC[N+](CCCC)(CCCC)CCCC, [F-], C1CCOC1. RXN SMILES: [CH3:19][O:20][CH2:21][CH2:22][O:23][N:24]=[C:25]([c:26]1[n:27][n:28]([CH2:47][O:48][CH2:49][CH2:50][Si:51]([CH3:52])([CH3:53])[CH3:54])[c:29]2[c:34]1[CH:33]=[CH:32][C:31]([c:35]1[cH:36][cH:37][cH:38][cH:39][cH:40]1)([c:41]1[cH:42][cH:43][cH:44][cH:45][cH:46]1)[CH2:30]2)[CH:55]1[CH2:56][CH2:57]1.[CH3:2][CH2:3][CH2:4][CH2:5][N+:6]([CH2:7][CH2:8][CH2:9][CH3:10])([CH2:11][CH2:12][CH2:13][CH3:14])[CH2:15][CH2:16][CH2:17][CH3:18].[F-:1].[O:58]1[CH2:59][CH2:60][CH2:61][CH2:62]1>>[CH3:19][O:20][CH2:21][CH2:22][O:23][N:24]=[C:25]([c:26]1[n:27][nH:28][c:29]2[c:34]1[CH:33]=[CH:32][C:31]([c:35]1[cH:36][cH:37][cH:38][cH:39][cH:40]1)([c:41]1[cH:42][cH:43][cH:44][cH:45][cH:46]1)[CH2:30]2)[CH:55]1[CH2:56][CH2:57]1.